Dataset: the Open Reaction Database (ORD), a public repository of structured organic reaction records. Task: describe an organic reaction: reactants, conditions, products, and yield Reactants: NC12OCCON1C(Nc1ccc3oc(CO)cc3c1)=NC=C2F, CC(C)C[Al+]CC(C)C, COC(=O)c1cc2cc(Nc3ncc(F)c(Nc4ccc(OC(C)C)cc4)n3)ccc2o1, [H-]. Yields the product CC(C)Oc1ccc(Nc2nc(Nc3ccc4oc(CO)cc4c3)ncc2F)cc1. RXN SMILES: [CH2:1]1[CH2:2][O:3][C:4]2([NH2:5])[N:6]([C:7]([NH:8][c:9]3[cH:10][cH:11][c:12]4[o:13][c:14]([CH2:15][OH:16])[cH:17][c:18]4[cH:19]3)=[N:20][CH:21]=[C:22]2[F:23])[O:24]1.[CH2:58]([Al+:59][CH2:60][CH:61]([CH3:62])[CH3:63])[CH:64]([CH3:65])[CH3:66].[F:25][c:26]1[c:27]([NH:46][c:47]2[cH:48][cH:49][c:50]([O:53][CH:54]([CH3:55])[CH3:56])[cH:51][cH:52]2)[n:28][c:29]([NH:32][c:33]2[cH:34][cH:35][c:36]3[c:37]([cH:38][c:39]([C:41](=[O:42])[O:43][CH3:44])[o:40]3)[cH:45]2)[n:30][cH:31]1.[H-:57]>>[F:25][c:26]1[c:27]([NH:46][c:47]2[cH:48][cH:49][c:50]([O:53][CH:54]([CH3:55])[CH3:56])[cH:51][cH:52]2)[n:28][c:29]([NH:32][c:33]2[cH:34][cH:35][c:36]3[c:37]([cH:38][c:39]([CH2:41][OH:42])[o:40]3)[cH:45]2)[n:30][cH:31]1. Starting materials: FC1=CC(=C(C=C1)CO)OC(C(F)(F)F)CC=C ((4-Fluoro-2-((1,1,1-trifluoropent-4-en-2-yl)oxy)phenyl)methanol), C(C=C)OC1(CCN(CC1)C1=C(C(=NC=2N1N=C(C2)CI)C)[C@@H](C(=O)OCC)OC(C)(C)C)C ((S)-ethyl 2-(7-(4-(allyloxy)-4-methylpiperidin-1-yl)-2-(iodomethyl)-5-methylpyrazolo[1,5-a]pyrimidin-6-yl)-2-(tert-butoxy)acetate), [H-].[Na+] (NaH). The solvent is CN(C)C=O (DMF). Reaction conditions: temperature 0 celsius, time 3 hour. Yields the product C(C)(C)(C)O[C@H](C(=O)OCC)C=1C(=NC=2N(C1N1CCC(CC1)(OCC=C)C)N=C(C2)COCC2=C(C=C(C=C2)F)OC(C(F)(F)F)CC=C)C (Ethyl (2S)-2-(tert-butoxy)-2-{2-[({4-fluoro-2-[(1,1,1-trifluoropent-4-en-2-yl)oxy]phenyl}methoxy)methyl]-5-methyl-7-[4-methyl-4-(prop-2-en-1-yloxy)piperidin-1-yl]pyrazolo[1,5-a]pyrimidin-6-yl}acetate). Reaction SMILES: [F:1][C:2]1[CH:7]=[CH:6][C:5]([CH2:8][OH:9])=[C:4]([O:10][CH:11]([CH2:16][CH:17]=[CH2:18])[C:12]([F:15])([F:14])[F:13])[CH:3]=1.[CH2:19]([O:22][C:23]1([CH3:52])[CH2:28][CH2:27][N:26]([C:29]2[N:34]3[N:35]=[C:36]([CH2:38]I)[CH:37]=[C:33]3[N:32]=[C:31]([CH3:40])[C:30]=2[C@H:41]([O:47][C:48]([CH3:51])([CH3:50])[CH3:49])[C:42]([O:44][CH2:45][CH3:46])=[O:43])[CH2:25][CH2:24]1)[CH:20]=[CH2:21].[H-].[Na+]>CN(C=O)C>[C:48]([O:47][C@@H:41]([C:30]1[C:31]([CH3:40])=[N:32][C:33]2[N:34]([N:35]=[C:36]([CH2:38][O:9][CH2:8][C:5]3[CH:6]=[CH:7][C:2]([F:1])=[CH:3][C:4]=3[O:10][CH:11]([CH2:16][CH:17]=[CH2:18])[C:12]([F:13])([F:14])[F:15])[CH:37]=2)[C:29]=1[N:26]1[CH2:25][CH2:24][C:23]([CH3:52])([O:22][CH2:19][CH:20]=[CH2:21])[CH2:28][CH2:27]1)[C:42]([O:44][CH2:45][CH3:46])=[O:43])([CH3:51])([CH3:49])[CH3:50] |f:2.3|. Reported procedure: (4-Fluoro-2-((1,1,1-trifluoropent-4-en-2-yl)oxy)phenyl)methanol (66 mg, 0.25 mmol) and (S)-ethyl 2-(7-(4-(allyloxy)-4-methylpiperidin-1-yl)-2-(iodomethyl)-5-methylpyrazolo[1,5-a]pyrimidin-6-yl)-2-(tert-butoxy)acetate (145 mg, 0.25 mmol) were dissolved in 1 mL of DMF at 0° C. and 60% (mineral oil) NaH (10 mg, 0.25 mmol) added. The resulting mixture was stirred at 0° C. for 3 hours then quenched with 1N HCl. The mixture was extracted with ethyl acetate. The organic fractions were combined and drie... Starting materials: Cl (HCl), C(CCCCCCC)O (n-octyl alcohol). The reagents and catalysts are N1=CC=CC=C1 (pyridine). Yields the product C(CCCCCCC)Cl (n-octyl chloride). As a reaction SMILES: [ClH:1].[CH2:2](O)[CH2:3][CH2:4][CH2:5][CH2:6][CH2:7][CH2:8][CH3:9]>N1C=CC=CC=1>[CH2:2]([Cl:1])[CH2:3][CH2:4][CH2:5][CH2:6][CH2:7][CH2:8][CH3:9]. Procedure details: In JP 74/034 646, for example, n-octyl alcohol is reacted with HCl gas at 130° C., with pyridine as a catalyst, to form n-octyl chloride. The product is distilled off at reduced pressure. The yield here is only 93.6%, based on the alcohol used. Starting materials: CC(C)C1=CC(=C(C(=C1)C(C)C)C2=C(C=CC=C2)P(C3CCCCC3)C4CCCCC4)C(C)C (Xphos), ClC1=NC(=C2N=C(N(C2=N1)C)CN1CCC(CC1)C(C)(C)O)N1CCOCC1 (2-[1-(2-chloro-9-methyl-6-morpholin-4-yl-9H-purin-8-ylmethyl)-piperidin-4-yl]-propan-2-ol), FC=1C(=C(C=CC1)N)[N+](=O)[O-] (3-fluoro-2-nitro-phenylamine), C([O-])([O-])=O.[Cs+].[Cs+] (cesium carbonate). The reagents and catalysts are C=1C=CC(=CC1)/C=C/C(=O)/C=C/C2=CC=CC=C2.C=1C=CC(=CC1)/C=C/C(=O)/C=C/C2=CC=CC=C2.C=1C=CC(=CC1)/C=C/C(=O)/C=C/C2=CC=CC=C2.[Pd].[Pd] (Pd2(dba)3). Run in CN(C)C=O (DMF). Product: FC=1C(=C(C=CC1)NC1=NC(=C2N=C(N(C2=N1)C)CN1CCC(CC1)C(C)(C)O)N1CCOCC1)[N+](=O)[O-] (2-{1-[2-(3-fluoro-2-nitrophenylamino)-9-methyl-6-morpholin-4-yl-9H-purin-8-ylmethyl]piperidin-4-yl}propan-2-ol). Yield: 73.4%. RXN SMILES: CC(C1C=C(C(C)C)C(C2C=CC=CC=2P(C2CCCCC2)C2CCCCC2)=C(C(C)C)C=1)C.Cl[C:36]1[N:44]=[C:43]2[C:39]([N:40]=[C:41]([CH2:46][N:47]3[CH2:52][CH2:51][CH:50]([C:53]([OH:56])([CH3:55])[CH3:54])[CH2:49][CH2:48]3)[N:42]2[CH3:45])=[C:38]([N:57]2[CH2:62][CH2:61][O:60][CH2:59][CH2:58]2)[N:37]=1.[F:63][C:64]1[C:65]([N+:71]([O-:73])=[O:72])=[C:66]([NH2:70])[CH:67]=[CH:68][CH:69]=1.C(=O)([O-])[O-].[Cs+].[Cs+]>C1C=CC(/C=C/C(/C=C/C2C=CC=CC=2)=O)=CC=1.C1C=CC(/C=C/C(/C=C/C2C=CC=CC=2)=O)=CC=1.C1C=CC(/C=C/C(/C=C/C2C=CC=CC=2)=O)=CC=1.[Pd].[Pd].CN(C=O)C>[F:63][C:64]1[C:65]([N+:71]([O-:73])=[O:72])=[C:66]([NH:70][C:36]2[N:44]=[C:43]3[C:39]([N:40]=[C:41]([CH2:46][N:47]4[CH2:52][CH2:51][CH:50]([C:53]([OH:56])([CH3:54])[CH3:55])[CH2:49][CH2:48]4)[N:42]3[CH3:45])=[C:38]([N:57]3[CH2:58][CH2:59][O:60][CH2:61][CH2:62]3)[N:37]=2)[CH:67]=[CH:68][CH:69]=1 |f:3.4.5,6.7.8.9.10|. Reported procedure: A microwave vial equipped with a magnetic follower was charged with Pd2(dba)3 (5.7 mg, 0.006 mmol), Xphos (11.9 mg, 0.025 mmol), 2-[1-(2-chloro-9-methyl-6-morpholin-4-yl-9H-purin-8-ylmethyl)-piperidin-4-yl]-propan-2-ol (102 mg, 0.25 mmol), 3-fluoro-2-nitro-phenylamine (47 mg, 0.30 mmol), cesium carbonate (114 mg, 0.35 mmol) and DMF (1 mL). The vial was capped, the reaction mixture was degassed for 5 min and irradiated at 150° C. for 30 min. The reaction mixture was diluted with MeOH and loaded o... Reactants: C1(CCCC1)COS(=O)(=O)C(F)(F)F (trifluoromethanesulfonic acid cyclopentylmethyl ester), C[Si](C)(C)[N-][Si](C)(C)C.[Li+] (Lithium bis(trimethylsilyl)amide), C[C@H]1N(C(O[C@H]1C1=CC=CC=C1)=O)C(CC1=CC=CC=C1)=O ((4R,5S)-4-methyl-5-phenyl-3-phenylacetyl-oxazolidin-2-one). Solvent: C1CCOC1 (THF), C1CCOC1 (THF), C(C)(=O)OCC (ethyl acetate). Conditions: temperature -78 celsius, time 10 minute. Product: C1(CCCC1)C[C@@H](C(=O)N1C(O[C@H]([C@H]1C)C1=CC=CC=C1)=O)C1=CC=CC=C1 ((4R,5S)-3-((R)-3-cyclopentyl-2-phenyl-propionyl)-4-methyl-5-phenyl-oxazolidin-2-one). Reaction SMILES: [CH3:1][C@@H:2]1[C@H:6]([C:7]2[CH:12]=[CH:11][CH:10]=[CH:9][CH:8]=2)[O:5][C:4](=[O:13])[N:3]1[C:14](=[O:22])[CH2:15][C:16]1[CH:21]=[CH:20][CH:19]=[CH:18][CH:17]=1.C[Si]([N-][Si](C)(C)C)(C)C.[Li+].[CH:33]1([CH2:38]OS(C(F)(F)F)(=O)=O)[CH2:37][CH2:36][CH2:35][CH2:34]1>C1COCC1.C(OCC)(=O)C>[CH:33]1([CH2:38][C@H:15]([C:16]2[CH:17]=[CH:18][CH:19]=[CH:20][CH:21]=2)[C:14]([N:3]2[C@H:2]([CH3:1])[C@H:6]([C:7]3[CH:8]=[CH:9][CH:10]=[CH:11][CH:12]=3)[O:5][C:4]2=[O:13])=[O:22])[CH2:37][CH2:36][CH2:35][CH2:34]1 |f:1.2|. Reported procedure: The title A compound, (4R,5S)-4-methyl-5-phenyl-3-phenylacetyl-oxazolidin-2-one (5.00 g, 16.93 mmol) is dissolved in anhydrous THF (50 mL) and cooled to −78° C. Lithium bis(trimethylsilyl)amide (1 M in THF, 16.93 mL, 16.93 mmol) is added dropwise over 10 min. To this is added a solution of the title B compound, trifluoromethanesulfonic acid cyclopentylmethyl ester (3.93 g, 16.93 mmol) in anhydrous THF (15 mL). The reaction is stirred at −78° C. for 10 min, then the cold bath is removed. The reac... The reactants are OCCc1ccccc1, COC(=O)COc1ccc(C(=O)Nc2ccc(F)cc2)cn1, CCOC(C)=O, Cc1ccccc1, O=S(=O)(O)O. The product is O=C(COc1ccc(C(=O)Nc2ccc(F)cc2)cn1)OCCc1ccccc1. As a reaction SMILES: [CH2:23]([CH2:24][c:25]1[cH:26][cH:27][cH:28][cH:29][cH:30]1)[OH:31].[CH3:1][O:2][C:3]([CH2:4][O:5][c:6]1[n:7][cH:8][c:9]([C:12]([NH:13][c:14]2[cH:15][cH:16][c:17]([F:20])[cH:18][cH:19]2)=[O:21])[cH:10][cH:11]1)=[O:22].[CH3:37][CH2:38][O:39][C:40](=[O:41])[CH3:42].[CH3:43][c:44]1[cH:45][cH:46][cH:47][cH:48][cH:49]1.[S:32](=[O:33])(=[O:34])([OH:35])[OH:36]>>[CH2:1]([O:2][C:3]([CH2:4][O:5][c:6]1[n:7][cH:8][c:9]([C:12]([NH:13][c:14]2[cH:15][cH:16][c:17]([F:20])[cH:18][cH:19]2)=[O:21])[cH:10][cH:11]1)=[O:22])[CH2:24][c:25]1[cH:26][cH:27][cH:28][cH:29][cH:30]1. Reactants: Cl (hydrochloric acid), [OH-].[Na+] (sodium hydroxide), Cl (hydrochloric acid), FC=1C=CC2=C(N=C(S2)COC2=CC=C(C=C2)[N+](=O)[O-])C1 (O-(5-fluorobenzothiazol-2-ylmethyl)-4-nitrophenol), stannous chloride. Run in C(C)O (ethanol). The product is FC=1C=CC2=C(N=C(S2)COC2=CC=C(N)C=C2)C1 (4-(5-Fluorobenzothiazol-2-ylmethoxy)aniline). Yield: 73.3%. Reaction SMILES: Cl.[F:2][C:3]1[CH:4]=[CH:5][C:6]2[S:10][C:9]([CH2:11][O:12][C:13]3[CH:18]=[CH:17][C:16]([N+:19]([O-])=O)=[CH:15][CH:14]=3)=[N:8][C:7]=2[CH:22]=1.[OH-].[Na+]>C(O)C>[F:2][C:3]1[CH:4]=[CH:5][C:6]2[S:10][C:9]([CH2:11][O:12][C:13]3[CH:18]=[CH:17][C:16]([NH2:19])=[CH:15][CH:14]=3)=[N:8][C:7]=2[CH:22]=1 |f:2.3|. Procedure details: 1.5 ml of concentrated hydrochloric acid were carefully added to a solution of 2.33 g of O-(5-fluorobenzothiazol-2-ylmethyl)-4-nitrophenol [prepared as described in step (a) above] in 47 ml of ethanol with stirring at room temperature and then 3.63 g of stannous chloride were added in small portions to the resulting mixture. The reaction mixture was then stirred at room temperature for 30 minutes, at the end of which time 3 ml of concentrated hydrochloric acid were added and the mixture was stir... Reactants: ClCCl, Cl, Cc1c(N)cccc1-c1ccc(C(N)=O)c2[nH]c3c(c12)CCC(NC(=O)OCc1ccccc1)C3, O=C(Cl)c1ccccn1. Product: Cc1c(NC(=O)c2ccccn2)cccc1-c1ccc(C(N)=O)c2[nH]c3c(c12)CCC(NC(=O)OCc1ccccc1)C3. RXN SMILES: [Cl:46][CH2:47][Cl:48].[ClH:36].[NH2:1][c:2]1[c:3]([CH3:35])[c:4](-[c:8]2[c:9]3[c:10]4[c:15]([nH:16][c:17]3[c:18]([C:21]([NH2:22])=[O:23])[cH:19][cH:20]2)[CH2:14][CH:13]([NH:24][C:25]([O:26][CH2:27][c:28]2[cH:29][cH:30][cH:31][cH:32][cH:33]2)=[O:34])[CH2:12][CH2:11]4)[cH:5][cH:6][cH:7]1.[c:37]1([C:43](=[O:44])[Cl:45])[cH:38][cH:39][cH:40][cH:41][n:42]1>>[NH:1]([c:2]1[c:3]([CH3:35])[c:4](-[c:8]2[c:9]3[c:10]4[c:15]([nH:16][c:17]3[c:18]([C:21]([NH2:22])=[O:23])[cH:19][cH:20]2)[CH2:14][CH:13]([NH:24][C:25]([O:26][CH2:27][c:28]2[cH:29][cH:30][cH:31][cH:32][cH:33]2)=[O:34])[CH2:12][CH2:11]4)[cH:5][cH:6][cH:7]1)[C:43]([c:37]1[cH:38][cH:39][cH:40][cH:41][n:42]1)=[O:44]. The reactants are ClCCCC1=CC(=C(OC2=NC(=CC=C2)F)C=C1)OC (2-[4-(3-chloropropyl)-2-methoxyphenoxy]-6-fluoropyridine), [Na+].[I-] (NaI), C(C)(C)N(CC)C(C)C (diisopropylethylamine), N1N=CN=C1 (1,2,4-triazol). The solvent is C1CCOC1.CN(C)C=O (THF DMF). Conditions: temperature 50 celsius, time 8 hour. Yields the product FC1=NC(=CC=C1)OC1=C(C=C(C=C1)CCCN1N=CN=C1)OC (2-fluoro-6-{2-methoxy-4-[3-(1H-1,2,4-triazol-1-yl)propyl]phenoxy}pyridine). Yield: 32.6%. Reaction SMILES: Cl[CH2:2][CH2:3][CH2:4][C:5]1[CH:18]=[CH:17][C:8]([O:9][C:10]2[CH:15]=[CH:14][CH:13]=[C:12]([F:16])[N:11]=2)=[C:7]([O:19][CH3:20])[CH:6]=1.[Na+].[I-].C(N(C(C)C)CC)(C)C.[NH:32]1[CH:36]=[N:35][CH:34]=[N:33]1>C1COCC1.CN(C=O)C>[F:16][C:12]1[CH:13]=[CH:14][CH:15]=[C:10]([O:9][C:8]2[CH:17]=[CH:18][C:5]([CH2:4][CH2:3][CH2:2][N:32]3[CH:36]=[N:35][CH:34]=[N:33]3)=[CH:6][C:7]=2[O:19][CH3:20])[N:11]=1 |f:1.2,5.6|. Procedure details: To a solution of 2-[4-(3-chloropropyl)-2-methoxyphenoxy]-6-fluoropyridine (0.14 mmol) in a THF/DMF mixture (340 μL/170 μL), under argon, was added NaI (0.14 mmol; 21 mg). The mixture was stirred 30 minutes at 50° C., before addition of diisopropylethylamine (0.28 mmol, 36 mg) and 1,2,4-triazol (0.28 mmol; 19 mg). The reaction mixture was allowed to stir overnight at 50° C. After concentration, the reaction was hydrolysed with saturated NH4Cl (1 mL), extracted with AcOEt (2*1 mL). Combined organi... Starting materials: FC=1C=C(CC2(C=3N(CCC2)C(=NN3)C3=CC(=C(C=C3)C3=CN=C(O3)C)OC)CO)C=CC1F ({8-(3,4-Difluorobenzyl)-3-[3-methoxy-4-(2-methyl-1,3-oxazol-5-yl)phenyl]-5,6,7,8-tetrahydro[1,2,4]triazolo[4,3-a]pyridin-8-yl}methanol), [H-].[Na+] (sodium hydride), CI (Methyl iodide). The solvent is C(C)(=O)OCC (ethyl acetate), CN(C)C=O (DMF). Run at time 30 minute. Yields the product FC=1C=C(CC2(C=3N(CCC2)C(=NN3)C3=CC(=C(C=C3)C3=CN=C(O3)C)OC)COC)C=CC1F (8-(3,4-difluorobenzyl)-8-(methoxymethyl)-3-[3-methoxy-4-(2-methyl-1,3-oxazol-5-yl)phenyl]-5,6,7,8-tetrahydro[1,2,4]triazolo[4,3-a]pyridine). As a reaction SMILES: [F:1][C:2]1[CH:3]=[C:4]([CH:31]=[CH:32][C:33]=1[F:34])[CH2:5][C:6]1([CH2:29][OH:30])[CH2:11][CH2:10][CH2:9][N:8]2[C:12]([C:15]3[CH:20]=[CH:19][C:18]([C:21]4[O:25][C:24]([CH3:26])=[N:23][CH:22]=4)=[C:17]([O:27][CH3:28])[CH:16]=3)=[N:13][N:14]=[C:7]12.[H-].[Na+].[CH3:37]I>CN(C=O)C.C(OCC)(=O)C>[F:1][C:2]1[CH:3]=[C:4]([CH:31]=[CH:32][C:33]=1[F:34])[CH2:5][C:6]1([CH2:29][O:30][CH3:37])[CH2:11][CH2:10][CH2:9][N:8]2[C:12]([C:15]3[CH:20]=[CH:19][C:18]([C:21]4[O:25][C:24]([CH3:26])=[N:23][CH:22]=4)=[C:17]([O:27][CH3:28])[CH:16]=3)=[N:13][N:14]=[C:7]12 |f:1.2|. Procedure details: {8-(3,4-Difluorobenzyl)-3-[3-methoxy-4-(2-methyl-1,3-oxazol-5-yl)phenyl]-5,6,7,8-tetrahydro[1,2,4]triazolo[4,3-a]pyridin-8-yl}methanol (100 mg) was added to a suspension of sodium hydride (60%, 9.4 mg) in DMF (1 mL) under ice-cooling, and the mixture was stirred for 30 min. Methyl iodide (14.7 μL) was added to the reaction mixture under ice-cooling. The reaction mixture was stirred under ice-cooling for 1 hr, and diluted with ethyl acetate, and the mixture was washed with water and saturated bri...